From a dataset of the Open Reaction Database (ORD), a public repository of structured organic reaction records. describe an organic reaction: reactants, conditions, products, and yield Reactants: COC(=O)c1ccc2c(c1)OCC(=O)N2Cc1ccccc1, CO, Cl, [Na+], [OH-]. The product is O=C(O)c1ccc2c(c1)OCC(=O)N2Cc1ccccc1. As a reaction SMILES: [CH2:1]([c:2]1[cH:3][cH:4][cH:5][cH:6][cH:7]1)[N:8]1[C:9](=[O:22])[CH2:10][O:11][c:12]2[c:13]1[cH:14][cH:15][c:16]([C:18](=[O:19])[O:20][CH3:21])[cH:17]2.[CH3:26][OH:27].[ClH:25].[Na+:24].[OH-:23]>>[CH2:1]([c:2]1[cH:3][cH:4][cH:5][cH:6][cH:7]1)[N:8]1[C:9](=[O:22])[CH2:10][O:11][c:12]2[c:13]1[cH:14][cH:15][c:16]([C:18](=[O:19])[OH:20])[cH:17]2. The reactants are ClC1=C2C(NC(=N1)C)=CC(=N2)C2=CC=CC=C2 (4-chloro-2-methyl-6-phenylpyrrolo[3,2-d]pyrimidine), N[C@@H](CC(C)C)CO ((S)-(+)-leucinol), C(=O)([O-])[O-].[K+].[K+] (K2CO3). Run in O (H2O). The product is CC(C[C@@H](CO)NC=1N=C(NC=2C1N=C(C2)C2=CC=CC=C2)C)C ((S)-4-Methyl-2-[(2-methyl-6-phenylpyrrolo[2,3-e]pyrimidin-4-yl)amino]pentan-1-ol). Yield: 56.4%. Reaction SMILES: Cl[C:2]1[N:7]=[C:6]([CH3:8])[NH:5][C:4]2=[CH:9][C:10]([C:12]3[CH:17]=[CH:16][CH:15]=[CH:14][CH:13]=3)=[N:11][C:3]=12.[NH2:18][C@H:19]([CH2:24][OH:25])[CH2:20][CH:21]([CH3:23])[CH3:22].C([O-])([O-])=O.[K+].[K+]>O>[CH3:22][CH:21]([CH3:23])[CH2:20][C@H:19]([NH:18][C:2]1[N:7]=[C:6]([CH3:8])[NH:5][C:4]2[C:3]=1[N:11]=[C:10]([C:12]1[CH:17]=[CH:16][CH:15]=[CH:14][CH:13]=1)[CH:9]=2)[CH2:24][OH:25] |f:2.3.4|. Procedure details: This compound was prepared according to the method described in Example 2 by employing 4-chloro-2-methyl-6-phenylpyrrolo[3,2-d]pyrimidine (Example 1(e)) (100 mg, 0.41 mmol), (S)-(+)-leucinol (Aldrich Chemical Company) (0.26 mL, 2.05 mmol) and K2CO3 (0.567 g, 4.1 mmol) in H2O (2.5 mL) to give 75 mg (56%) of the title compound as shiny off-white crystals. Mp: 267-269° C. (dec.). 1H NMR (DMSO-d6; 400 MHz): δ 0.91-0.95 (m, 6), 1.48-1.52 (m, 2), 1.66-1.70 (m, 1), 2.37 (s, 3), 3.50 (br s, 2), 4.39 (br... The reactants are ClC1=CC(=C(C(=O)OC(C)CC=C)C=C1)O[C@@H](C)CC=C (pent-4-en-2-yl 4-chloro-2-((S)-pent-4-en-2-yloxy)benzoate), [H-].[Al+3].[Li+].[H-].[H-].[H-] (lithium aluminum hydride). The solvent is C1CCOC1 (THF). Reaction conditions: time 3 hour. Yields the product ClC1=CC(=C(C=C1)CO)O[C@@H](C)CC=C ((S)-(4-chloro-2-(pent-4-en-2-yloxy)phenyl)methanol). Isolated yield 95.7%. Reaction SMILES: [Cl:1][C:2]1[CH:15]=[CH:14][C:5]([C:6](OC(CC=C)C)=[O:7])=[C:4]([O:16][C@H:17]([CH2:19][CH:20]=[CH2:21])[CH3:18])[CH:3]=1.[H-].[Al+3].[Li+].[H-].[H-].[H-]>C1COCC1>[Cl:1][C:2]1[CH:15]=[CH:14][C:5]([CH2:6][OH:7])=[C:4]([O:16][C@H:17]([CH2:19][CH:20]=[CH2:21])[CH3:18])[CH:3]=1 |f:1.2.3.4.5.6|. Procedure details: To a solution of pent-4-en-2-yl 4-chloro-2-((S)-pent-4-en-2-yloxy)benzoate (1.36 g, 4.40 mmol) in THF (15 ml) that was cooled to 0° C. was added dropwise over 30 min lithium aluminum hydride (2.64 ml, 5.28 mmol) and the resulting mixture was stirred at rt. After 3 h, the mixture was cooled to 0° C. and quenched by dropwise addition of brine. The mixture was diluted with EtOAc and the organic phase was washed with brine, dried (Na2SO4), filtered and concentrated. The oil was purified by flash chr... The reactants are C(C)(C)(C)OC(=O)NC1=C2C=CN(C2=CC=C1)C(CC(=O)OC(C)(C)C)(C#C)C1=CC=C(C=C1)Cl (tert-Butyl 3-(4-(tert-Butoxycarbonylamino)-1H-indol-1-yl)-3-(4-chlorophenyl)pent-4-ynoate). Reagents/catalysts: O=[Pt]=O (PtO2). Run in C(C)O (ethanol). Yields the product C(C)(C)(C)OC(=O)NC1=C2C=CN(C2=CC=C1)C(CC(=O)OC(C)(C)C)(CC)C1=CC=C(C=C1)Cl (tert-Butyl 3-(4-(tert-butoxycarbonylamino)-1H-indol-1-yl)-3-(4-chlorophenyl)pentanoate). As a reaction SMILES: [C:1]([O:5][C:6]([NH:8][C:9]1[CH:17]=[CH:16][CH:15]=[C:14]2[C:10]=1[CH:11]=[CH:12][N:13]2[C:18]([C:29]1[CH:34]=[CH:33][C:32]([Cl:35])=[CH:31][CH:30]=1)([C:27]#[CH:28])[CH2:19][C:20]([O:22][C:23]([CH3:26])([CH3:25])[CH3:24])=[O:21])=[O:7])([CH3:4])([CH3:3])[CH3:2]>C(O)C.O=[Pt]=O>[C:1]([O:5][C:6]([NH:8][C:9]1[CH:17]=[CH:16][CH:15]=[C:14]2[C:10]=1[CH:11]=[CH:12][N:13]2[C:18]([C:29]1[CH:30]=[CH:31][C:32]([Cl:35])=[CH:33][CH:34]=1)([CH2:27][CH3:28])[CH2:19][C:20]([O:22][C:23]([CH3:26])([CH3:25])[CH3:24])=[O:21])=[O:7])([CH3:2])([CH3:3])[CH3:4]. Procedure details: To a solution of the product of Step E (150 mg, 0.3 mmol) in ethanol (3 mL) was added PtO2 (6.8 mg, 0.03 mmol) at room temperature under H2 atmosphere for 2 h. The solid was filtered off and the filtrate was concentrated in vacuo to give the title compound as colorless oil. LC/MS m/z=499.2[M+H]+. The reactants are CC1(C2C(C3=C(O1)C=CC(=C3)S(=O)(=O)C3=CC=CC=C3)O2)C (3,4-dihydro-2,2-dimethyl-3,4-epoxy-6-(phenylsulfonyl)-2H-benzo[b]pyran), C[Si](C)(C)[N-][Si](C)(C)C.[Li+] (lithium bis-trimethylsilylamide), OC1=NC=C(C=C1)[N+](=O)[O-] (2-hydroxy-5-nitropyridine), solution. Solvent: C1CCOC1 (THF). The product is [N+](=O)([O-])C=1C=CC(N(C1)[C@@H]1C2=C(OC([C@H]1O)(C)C)C=CC(=C2)S(=O)(=O)C2=CC=CC=C2)=O (trans-3,4-Dihydro-4-(1,2-dihydro-5-nitro-2-oxo-pyrid-1-yl)-2,2-dimethyl-6-phenylsulfonyl -2H-benzo[b]pyran-3-ol). Reaction SMILES: [CH3:1][C:2]1([CH3:22])[O:7][C:6]2[CH:8]=[CH:9][C:10]([S:12]([C:15]3[CH:20]=[CH:19][CH:18]=[CH:17][CH:16]=3)(=[O:14])=[O:13])=[CH:11][C:5]=2[CH:4]2[O:21][CH:3]12.[OH:23][C:24]1[CH:29]=[CH:28][C:27]([N+:30]([O-:32])=[O:31])=[CH:26][N:25]=1.C[Si]([N-][Si](C)(C)C)(C)C.[Li+]>C1COCC1>[N+:30]([C:27]1[CH:28]=[CH:29][C:24](=[O:23])[N:25]([C@H:4]2[C@H:3]([OH:21])[C:2]([CH3:1])([CH3:22])[O:7][C:6]3[CH:8]=[CH:9][C:10]([S:12]([C:15]4[CH:20]=[CH:19][CH:18]=[CH:17][CH:16]=4)(=[O:14])=[O:13])=[CH:11][C:5]2=3)[CH:26]=1)([O-:32])=[O:31] |f:2.3|. Procedure details: 4.00 g (12.6 mmol) of 3,4-dihydro-2,2-dimethyl-3,4-epoxy-6-(phenylsulfonyl)-2H-benzo[b]pyran and 1.77 g (12.6 mmol) of 2-hydroxy-5-nitropyridine are suspended in a little absolute THF, and 16.7 ml (12.6 mmol) of a 1 M solution of lithium bis-trimethylsilylamide are added dropwise under argon with stirring and ice cooling. The mixture is stirred at room temperature for a further 72 hours, hydrolyzed and extracted three times with ethyl acetate. The combined organic extracts are washed with water ... The reactants are Nc1ccc(C(F)(C(F)(F)F)C(F)(F)Br)cc1, CC#N, O=C1CCC(=O)N1Cl. The product is Nc1ccc(C(F)(C(F)(F)F)C(F)(F)Br)cc1Cl. RXN SMILES: [Br:9][C:10]([C:11]([C:12]([F:13])([F:14])[F:15])([F:16])[c:17]1[cH:18][cH:19][c:20]([NH2:21])[cH:22][cH:23]1)([F:24])[F:25].[CH3:26][C:27]#[N:28].[Cl:1][N:2]1[C:3](=[O:4])[CH2:5][CH2:6][C:7]1=[O:8]>>[Cl:1][c:22]1[c:20]([NH2:21])[cH:19][cH:18][c:17]([C:11]([C:10]([Br:9])([F:24])[F:25])([C:12]([F:13])([F:14])[F:15])[F:16])[cH:23]1.